This data is from the Open Reaction Database (ORD), a public repository of structured organic reaction records. The task is: describe an organic reaction: reactants, conditions, products, and yield Starting materials: Cl.Cl.[C@H]1(CCCN2CCCC[C@H]12)CN1CCC(CC1)NC(=O)C=1NC2=CC=CC(=C2C1)OCC1=COC2=C1C(=CC(=C2)F)F (4-(4,6-Difluoro-benzofuran-3-ylmethoxy)-1H-indole-2-carboxylic acid {1-[(1S,9aR)-1-(octahydro-quinolizin-1-yl)methyl]-piperidin-4-yl}-amide dihydrochloride), Cl.Cl.Cl.NC1CCN(CC1)CCN1CCC(CC1)O (1-[2-(4-Amino-piperidin-1-yl)-ethyl]-piperidin-4-ol tri-hydrochloride). Yields the product Cl.Cl.OC1CCN(CC1)CCN1CCC(CC1)NC(=O)C=1NC2=CC=CC(=C2C1)OCC1=COC2=C1C(=CC(=C2)F)F (4-(4,6-Difluoro-benzofuran-3-ylmethoxy)-1H-indole-2-carboxylic acid {1-[2-(4-hydroxy-piperidin-1-yl)-ethyl]-piperidin-4-yl}-amide dihydrochloride). As a reaction SMILES: [ClH:1].Cl.[C@H]1(CN2CCC([NH:20][C:21]([C:23]3[NH:24][C:25]4[C:30]([CH:31]=3)=[C:29]([O:32][CH2:33][C:34]3[C:38]5[C:39]([F:44])=[CH:40][C:41]([F:43])=[CH:42][C:37]=5[O:36][CH:35]=3)[CH:28]=[CH:27][CH:26]=4)=[O:22])CC2)[C@@H]2N(CCCC2)CCC1.Cl.Cl.Cl.N[CH:49]1[CH2:54][CH2:53][N:52]([CH2:55][CH2:56][N:57]2[CH2:62][CH2:61][CH:60]([OH:63])[CH2:59][CH2:58]2)[CH2:51][CH2:50]1>>[ClH:1].[ClH:1].[OH:63][CH:60]1[CH2:61][CH2:62][N:57]([CH2:56][CH2:55][N:52]2[CH2:53][CH2:54][CH:49]([NH:20][C:21]([C:23]3[NH:24][C:25]4[C:30]([CH:31]=3)=[C:29]([O:32][CH2:33][C:34]3[C:38]5[C:39]([F:44])=[CH:40][C:41]([F:43])=[CH:42][C:37]=5[O:36][CH:35]=3)[CH:28]=[CH:27][CH:26]=4)=[O:22])[CH2:50][CH2:51]2)[CH2:58][CH2:59]1 |f:0.1.2,3.4.5.6,7.8.9|. Procedure: This compound is synthesized from 4-(4,6-difluoro-benzofuran-3-ylmethoxy)-1H-indole-2-carboxylic acid (115, see example 66)) and amine 21 analogously to the method described in example 1. Starting materials: [Br-], CCOCC, C[P+](c1ccccc1)(c1ccccc1)c1ccccc1, [Cl-], [NH4+], COC(=O)C1CC(=O)CN1C(=O)OC(C)(C)C. Product: C=C1CC(C(=O)OC)N(C(=O)OC(C)(C)C)C1. As a reaction SMILES: [Br-:25].[CH3:20][CH2:21][O:22][CH2:23][CH3:24].[CH3:26][P+:27]([c:28]1[cH:29][cH:30][cH:31][cH:32][cH:33]1)([c:34]1[cH:35][cH:36][cH:37][cH:38][cH:39]1)[c:40]1[cH:41][cH:42][cH:43][cH:44][cH:45]1.[Cl-:18].[NH4+:19].[O:1]=[C:2]1[CH2:3][CH:4]([C:14](=[O:15])[O:16][CH3:17])[N:5]([C:7](=[O:8])[O:9][C:10]([CH3:11])([CH3:12])[CH3:13])[CH2:6]1>>[C:2]1(=[CH2:20])[CH2:3][CH:4]([C:14](=[O:15])[O:16][CH3:17])[N:5]([C:7](=[O:8])[O:9][C:10]([CH3:11])([CH3:12])[CH3:13])[CH2:6]1. Starting materials: ClC1=NC=C(C2=CC=C(C=C12)F)OC (1-chloro-7-fluoro-4-methoxyisoquinoline), [F-].[Cs+] (cesium fluoride). Run in O (water), CS(=O)C (DMSO). Reaction conditions: temperature 145 celsius. The product is FC1=NC=C(C2=CC=C(C=C12)F)OC (1,7-difluoro-4-methoxyisoquinoline). The yield is 49.8%. RXN SMILES: Cl[C:2]1[C:11]2[C:6](=[CH:7][CH:8]=[C:9]([F:12])[CH:10]=2)[C:5]([O:13][CH3:14])=[CH:4][N:3]=1.[F-:15].[Cs+]>CS(C)=O.O>[F:15][C:2]1[C:11]2[C:6](=[CH:7][CH:8]=[C:9]([F:12])[CH:10]=2)[C:5]([O:13][CH3:14])=[CH:4][N:3]=1 |f:1.2|. Procedure: To a solution of 1-chloro-7-fluoro-4-methoxyisoquinoline (3.7 g, 17.48 mmol) in DMSO was added cesium fluoride (10.26 g, 69.9 mmol) at room temperature. The reaction vessel (Pressure tube) was sealed and heated at 145° C. for 18 h. The reaction mass was diluted with water and extracted with ethyl acetate. The combined organic layer was dried over anhydrous Na2SO4 and evaporated under reduced pressure to get crude compound. The crude compound was purified by silica gel chromatography to get desir... Starting materials: FC1=C(C=C(C=C1)F)C(CC(=O)C(F)(F)F)=O (1-(2,5-difluorophenyl)-3-(trifluoromethyl)-propane-1,3-dione), CNN (methylhydrazine). Solvent: C(C)(=O)O (acetic acid), CCOCC (ether). Reaction conditions: temperature 100 celsius. The product is FC1=C(C=C(C=C1)F)C1=NN(C(=C1)C(F)(F)F)C (3-(2,5-difluorophenyl)-1-methyl-5-(trifluoro-methyl)-1H-pyrazole). Reaction SMILES: [F:1][C:2]1[CH:7]=[CH:6][C:5]([F:8])=[CH:4][C:3]=1[C:9](=O)[CH2:10][C:11]([C:13]([F:16])([F:15])[F:14])=O.[CH3:18][NH:19][NH2:20]>C(O)(=O)C.CCOCC>[F:1][C:2]1[CH:7]=[CH:6][C:5]([F:8])=[CH:4][C:3]=1[C:9]1[CH:10]=[C:11]([C:13]([F:16])([F:15])[F:14])[N:19]([CH3:18])[N:20]=1. Procedure details: 34.5 g of 1-(2,5-difluorophenyl)-3-(trifluoromethyl)-propane-1,3-dione was dissolved in 250 ml of acetic acid and 9.5 mL of methylhydrazine slowly added. The mixture was heated at 100° C. for 5 minutes then cooled and diluted with ether. The ether solution was washed with water and potassium carbonate solution, then dried with magnesium sulfate, filtered and concentrated. The residue was chromatographed to give 9.5 g of 3-(2,5-difluorophenyl)-1-methyl-5-(trifluoro-methyl)-1H-pyrazole. Reactants: NO (hydroxylamine), [OH-].[K+] (potassium hydroxide), ClC=1SC2=C(N1)C=CC(=C2)C(F)(F)F (2-chloro-6-(trifluoromethyl)benzothiazole). The solvent is CO (methanol). Conditions: temperature 20 celsius, time 8 hour. The product is ONC=1SC2=C(N1)C=CC(=C2)C(F)(F)F (2-hydroxyamino-6-(trifluoromethyl)benzothiazole). The yield is 71.0%. RXN SMILES: [NH2:1][OH:2].[OH-].[K+].Cl[C:6]1[S:7][C:8]2[CH:14]=[C:13]([C:15]([F:18])([F:17])[F:16])[CH:12]=[CH:11][C:9]=2[N:10]=1>CO>[OH:2][NH:1][C:6]1[S:7][C:8]2[CH:14]=[C:13]([C:15]([F:18])([F:17])[F:16])[CH:12]=[CH:11][C:9]=2[N:10]=1 |f:1.2|. Procedure details: 0.88 g of hydroxylamine hydrochloide is added to a solution of 0.7 g of potassium hydroxide in 15 ml of methanol and the reaction mixture is brought to reflux for 10 minutes. 0.5 g of 2-chloro-6-(trifluoromethyl)benzothiazole is then added and reflux is continued for 8 hours. After cooling to a temperature in the region of 20° C., the insoluble material is filtered off, the filtrate concentrated to dryness and the residue taken up in dichloromethane. The organic phase is washed with water and th... Reactants: C(#N)C=1C=C(C(=O)N2CS(C3=C2C=CC=C3)(=O)=O)C=CC1O (3-(3-cyano-4-hydroxybenzoyl)-1,1-dioxo-2,3-dihydro-1,3-benzothiazole), IN1C(CCC1=O)=O (N-iodosuccinimide), FC(S(=O)(=O)O)(F)F (trifluoromethanesulfonic acid). Run in ClCCl (dichloromethane), CO (methanol). Conditions: time 15 hour. The product is C(#N)C=1C=C(C(=O)N2CS(C3=C2C=CC=C3)(=O)=O)C=C(C1O)I (3-(3-cyano-4-hydroxy-5-iodobenzoyl)-1,1-dioxo-2,3-dihydro-1,3-benzothiazole). RXN SMILES: [C:1]([C:3]1[CH:4]=[C:5]([CH:19]=[CH:20][C:21]=1[OH:22])[C:6]([N:8]1[C:12]2[CH:13]=[CH:14][CH:15]=[CH:16][C:11]=2[S:10](=[O:18])(=[O:17])[CH2:9]1)=[O:7])#[N:2].[I:23]N1C(=O)CCC1=O.FC(F)(F)S(O)(=O)=O>ClCCl.CO>[C:1]([C:3]1[CH:4]=[C:5]([CH:19]=[C:20]([I:23])[C:21]=1[OH:22])[C:6]([N:8]1[C:12]2[CH:13]=[CH:14][CH:15]=[CH:16][C:11]=2[S:10](=[O:18])(=[O:17])[CH2:9]1)=[O:7])#[N:2]. Procedure: 3-(3-cyano-4-hydroxybenzoyl)-1,1-dioxo-2,3-dihydro-1,3-benzothiazole was dissolved in dichloromethane (27 mL) and methanol (3 mL), and N-iodosuccinimide (1.79 g) and trifluoromethanesulfonic acid (5 droplets) was added to the solution, and then the mixture was stirred at room temperature for 15 hours. The solvent was distilled off under reduced pressure and water was added, and then the mixture was extracted with ethyl acetate. The organic layer was washed with water and saturated brine, and the... Reactants: C1(=CC=CC=C1)CC(=O)N[C@H]1C(N(OC1)C1(OC(C=C1)=O)C(=O)OC)=O (methyl 2-[(4R)-4-phenylacetamido-3-oxo-2-isoxazolidinyl]-5-oxo-2,5-dihydro-2-furancarboxylate). Reagents/catalysts: [C].[Pd] (palladium-carbon). The solvent is O1CCCC1 (tetrahydrofuran), [H][H] (hydrogen). The product is C1(=CC=CC=C1)CC(=O)N[C@H]1C(N(OC1)C1(OC(CC1)=O)C(=O)OC)=O (methyl 2-[(4R)-4-phenylacetamido-3-oxo-2-isoxazolidinyl]-5-oxo-2-tetrahydrofurancarboxylate). The yield is 79.6%. As a reaction SMILES: [C:1]1([CH2:7][C:8]([NH:10][C@@H:11]2[CH2:15][O:14][N:13]([C:16]3([C:22]([O:24][CH3:25])=[O:23])[CH:20]=[CH:19][C:18](=[O:21])[O:17]3)[C:12]2=[O:26])=[O:9])[CH:6]=[CH:5][CH:4]=[CH:3][CH:2]=1>O1CCCC1.[H][H].[C].[Pd]>[C:1]1([CH2:7][C:8]([NH:10][C@@H:11]2[CH2:15][O:14][N:13]([C:16]3([C:22]([O:24][CH3:25])=[O:23])[CH2:20][CH2:19][C:18](=[O:21])[O:17]3)[C:12]2=[O:26])=[O:9])[CH:6]=[CH:5][CH:4]=[CH:3][CH:2]=1 |f:3.4|. Reported procedure: In 3 ml of tetrahydrofuran was dissolved 30 mg of the Compound (30) obtained in Example 30. To the solution was added 30 mg of 10% palladium-carbon, and the mixture was stirred at room temperature for 30 minutes in hydrogen streams. The catalyst was filtered off and washed with tetrahydrofuran. The filtrate and the washing were combined, then the solvent was evaporated off. The residue was subjected to a silica gel column chromatography, followed by elution with hexane-ethyl acetate (2:3) to giv... Reactants: N#N.C(#N)[C@H](CCC1=CC=CC=C1)N[C@@H](CCCCNC(C(F)(F)F)=O)C(=O)O (N2 (1(S)-cyano-3-phenylpropyl)-N6 -trifluoroacetyl-L-lysine), Cl (hydrochloric acid), [OH-].[Na+] (sodium hydroxide). The solvent is ice water. Product: N#N.C(N)(=O)[C@H](CCC1=CC=CC=C1)N[C@@H](CCCCNC(C(F)(F)F)=O)C(=O)O (N2 (1(S)-carbamyl-3-phenylpropyl)-N6 -trifluoroacetyl-L-lysine). Reaction SMILES: [N:1]#[N:2].[C:3]([C@@H:5]([NH:14][C@H:15]([C:27]([OH:29])=[O:28])[CH2:16][CH2:17][CH2:18][CH2:19][NH:20][C:21](=[O:26])[C:22]([F:25])([F:24])[F:23])[CH2:6][CH2:7][C:8]1[CH:13]=[CH:12][CH:11]=[CH:10][CH:9]=1)#[N:4].Cl.[OH-:31].[Na+]>>[N:1]#[N:2].[C:3]([C@@H:5]([NH:14][C@H:15]([C:27]([OH:29])=[O:28])[CH2:16][CH2:17][CH2:18][CH2:19][NH:20][C:21](=[O:26])[C:22]([F:23])([F:24])[F:25])[CH2:6][CH2:7][C:8]1[CH:9]=[CH:10][CH:11]=[CH:12][CH:13]=1)(=[O:31])[NH2:4] |f:0.1,3.4,5.6|. Procedure details: After stirring a mixture of 12 g of N2 -(1(S)-cyano-3-phenylpropyl)-N6 -trifluoroacetyl-L-lysine and 40 ml of concentrated hydrochloric acid for 5 hours at room temperature, 200 ml of ice-water was added thereto and after adjusting the pH thereof to about 4.5 with an aqueous sodium hydroxide solution with stirring, the mixture was stirred for 30 minutes at 0° C. The crystals thus deposited were washed with water, recovered by filtration, and dried in vacuo at 45° C. to provide 8.3 g of N2 -(1(S)... Starting materials: CC(C)(C)OC(=O)CBr, Oc1ccc2c(-c3ccc(Br)cc3)nsc2c1, C1CCOC1, [H-], [K+], [Na+], O=S(=O)([O-])O. Yields the product CC(C)(C)OC(=O)COc1ccc2c(-c3ccc(Br)cc3)nsc2c1. Reaction SMILES: [Br:20][CH2:21][C:22](=[O:23])[O:24][C:25]([CH3:26])([CH3:27])[CH3:28].[Br:3][c:4]1[cH:5][cH:6][c:7](-[c:10]2[n:11][s:12][c:13]3[c:14]2[cH:15][cH:16][c:17]([OH:19])[cH:18]3)[cH:8][cH:9]1.[CH2:35]1[O:36][CH2:37][CH2:38][CH2:39]1.[H-:2].[K+:34].[Na+:1].[S:29](=[O:30])(=[O:31])([OH:32])[O-:33]>>[Br:3][c:4]1[cH:5][cH:6][c:7](-[c:10]2[n:11][s:12][c:13]3[c:14]2[cH:15][cH:16][c:17]([O:19][CH2:21][C:22](=[O:23])[O:24][C:25]([CH3:26])([CH3:27])[CH3:28])[cH:18]3)[cH:8][cH:9]1.